describe an organic reaction: reactants, conditions, products, and yield From a dataset of the Open Reaction Database (ORD), a public repository of structured organic reaction records. Starting materials: [BH4-], CO, COc1cnc(C=O)c(Cl)n1, [Na+]. Product: COc1cnc(CO)c(Cl)n1. RXN SMILES: [BH4-:12].[CH3:14][OH:15].[Cl:1][c:2]1[c:3]([CH:10]=[O:11])[n:4][cH:5][c:6]([O:8][CH3:9])[n:7]1.[Na+:13]>>[Cl:1][c:2]1[c:3]([CH2:10][OH:11])[n:4][cH:5][c:6]([O:8][CH3:9])[n:7]1. Starting materials: Cl.Cl.ONC(=NCCSCC1=C(N=CN1)C)NC (N-Hydroxy-N'-methyl-N"-[2-((4-methyl-5-imidazolyl)methylthio)ethyl]guanidine dihydrochloride), S(=O)(=O)(O)O.NN (hydrazine sulphate), C(O)([O-])=O.[K+] (potassium hydrogen carbonate). Solvent: CN(C=O)C (dimethyl formamide). Run at temperature 90 celsius, time 3 hour. Product: Cl.Cl.NNC(=NCCSCC1=C(N=CN1)C)NC (N-Amino-N'-methyl-N"-[2-((4-methyl-5-imidazolyl)methylthio)ethyl]guanidine dihydrochloride). Yield: 46.9%. RXN SMILES: [ClH:1].Cl.O[NH:4][C:5]([NH:17][CH3:18])=[N:6][CH2:7][CH2:8][S:9][CH2:10][C:11]1[NH:15][CH:14]=[N:13][C:12]=1[CH3:16].S(O)(O)(=O)=O.[NH2:24]N.C(=O)([O-])O.[K+]>CN(C)C=O>[ClH:1].[ClH:1].[NH2:24][NH:4][C:5]([NH:17][CH3:18])=[N:6][CH2:7][CH2:8][S:9][CH2:10][C:11]1[NH:15][CH:14]=[N:13][C:12]=1[CH3:16] |f:0.1.2,3.4,5.6,8.9.10|. Procedure: A mixture of the isothiourea dihydrochloride from Example 1 (i) (8.3 g), hydrazine sulphate (4.1 g), potassium hydrogen carbonate (12.5 g) and anhydrous dimethyl formamide (100 ml) was stirred at 90° C. for 3 hours. Following cooling and filtration from inorganic material, the filtrate containing the free base was treated with ethanolic hydrogen chloride. The residue was then triturated with isopropanol to give a solid which was recrystallised from aqueous isopropanol to give the title compound ...